Dataset: the Open Reaction Database (ORD), a public repository of structured organic reaction records. Task: describe an organic reaction: reactants, conditions, products, and yield The reactants are OC(C)C=1OC(C2=CC=CC=C2C1C1=CC=C(C=C1)CN1CCCC1)=O (3-(1-hydroxyethyl)-4-(4-(pyrrolidin-1-ylmethyl)phenyl)-1H-isochromen-1-one), FC=1C=C(C=C(C1)OC)C1=NNC2=NC=NC(=C21)N (3-(3-fluoro-5-methoxyphenyl)-1H-pyrazolo[3,4-d]pyrimidin-4-amine). The product is NC1=C2C(=NC=N1)N(N=C2C2=CC(=CC(=C2)OC)F)C(C)C=2OC(C1=CC=CC=C1C2C2=CC=C(C=C2)CN2CCCC2)=O (3-(1-(4-amino-3-(3-fluoro-5-methoxyphenyl)-1H-pyrazolo[3,4-d]pyrimidin-1-yl)ethyl)-4-(4-(pyrrolidin-1-ylmethyl)phenyl)-1H-isochromen-1-one). The yield is 26.5%. Reaction SMILES: O[CH:2]([C:4]1[O:5][C:6](=[O:26])[C:7]2[C:12]([C:13]=1[C:14]1[CH:19]=[CH:18][C:17]([CH2:20][N:21]3[CH2:25][CH2:24][CH2:23][CH2:22]3)=[CH:16][CH:15]=1)=[CH:11][CH:10]=[CH:9][CH:8]=2)[CH3:3].[F:27][C:28]1[CH:29]=[C:30]([C:36]2[C:44]3[C:39](=[N:40][CH:41]=[N:42][C:43]=3[NH2:45])[NH:38][N:37]=2)[CH:31]=[C:32]([O:34][CH3:35])[CH:33]=1>>[NH2:45][C:43]1[N:42]=[CH:41][N:40]=[C:39]2[N:38]([CH:2]([C:4]3[O:5][C:6](=[O:26])[C:7]4[C:12]([C:13]=3[C:14]3[CH:19]=[CH:18][C:17]([CH2:20][N:21]5[CH2:22][CH2:23][CH2:24][CH2:25]5)=[CH:16][CH:15]=3)=[CH:11][CH:10]=[CH:9][CH:8]=4)[CH3:3])[N:37]=[C:36]([C:30]3[CH:31]=[C:32]([O:34][CH3:35])[CH:33]=[C:28]([F:27])[CH:29]=3)[C:44]=12. Procedure details: The title compound was made in a similar way as that of the example 134, step a, from 3-(1-hydroxyethyl)-4-(4-(pyrrolidin-1-ylmethyl)phenyl)-1H-isochromen-1-one (Intermediate B47, 380 mg, 1.088 mmol) and 3-(3-fluoro-5-methoxyphenyl)-1H-pyrazolo[3,4-d]pyrimidin-4-amine (Intermediate G1, 310 mg, 1.197 mmol) to give 3-(1-(4-amino-3-(3-fluoro-5-methoxyphenyl)-1H-pyrazolo[3,4-d]pyrimidin-1-yl)ethyl)-4-(4-(pyrrolidin-1-ylmethyl)phenyl)-1H-isochromen-1-one (170 mg, 0.288 mmol, 26.5% yield) as a brown s... Reactants: Cl.ClC1=CC=C(CN(N)C2=CC=C(C=C2)OC)C=C1 (1-(4-chlorobenzyl)-1-(4-methoxyphenyl)hydrazine hydrochloride), C(C)(=O)O.C(C)C1C(CCCC1)=O (ethyl-2-cyclohexanone acetate). The product is ClC1=CC=C(CN2C3=CC=C(C=C3C=3CCCC(C23)CC(=O)O)OC)C=C1 (9-p-chlorobenzyl-6-methoxy-1,2,3,4-tetrahydrocarbazol-1-yl-acetic acid). Reaction SMILES: Cl.[Cl:2][C:3]1[CH:19]=[CH:18][C:6]([CH2:7][N:8]([C:10]2[CH:15]=[CH:14][C:13]([O:16][CH3:17])=[CH:12][CH:11]=2)N)=[CH:5][CH:4]=1.[C:20]([OH:23])(=[O:22])[CH3:21].C([CH:26]1[CH2:31][CH2:30][CH2:29][CH2:28][C:27]1=O)C>>[Cl:2][C:3]1[CH:19]=[CH:18][C:6]([CH2:7][N:8]2[C:27]3[CH:28]([CH2:21][C:20]([OH:23])=[O:22])[CH2:29][CH2:30][CH2:31][C:26]=3[C:15]3[C:10]2=[CH:11][CH:12]=[C:13]([O:16][CH3:17])[CH:14]=3)=[CH:5][CH:4]=1 |f:0.1,2.3|. Procedure details: Following the procedure of Example 1, but using 1-(4-chlorobenzyl)-1-(4-methoxyphenyl)hydrazine hydrochloride and ethyl-2-cyclohexanone acetate as starting materials, the title compound was prepared. Reactants: CN=C=O (Methyl isocyanate), CN(N1C=CC2=CC(=CC=C12)O)C1=CC=NC=C1 (1-(methyl-4-pyridinylamino)-1H-indol-5-ol), C([O-])([O-])=O.[K+].[K+] (potassium carbonate). Run in O1CCCC1 (tetrahydrofuran). Conditions: time 3 hour. Product: CNC(OC=1C=C2C=CN(C2=CC1)N(C1=CC=NC=C1)C)=O (1-(Methyl-4-pyridinylamino)-1H-indol-5-yl methylcarbamate). Yield: 100.1%. Reaction SMILES: [CH3:1][N:2]=[C:3]=[O:4].[CH3:5][N:6]([C:17]1[CH:22]=[CH:21][N:20]=[CH:19][CH:18]=1)[N:7]1[C:15]2[C:10](=[CH:11][C:12]([OH:16])=[CH:13][CH:14]=2)[CH:9]=[CH:8]1.C(=O)([O-])[O-].[K+].[K+]>O1CCCC1>[CH3:1][NH:2][C:3](=[O:4])[O:16][C:12]1[CH:11]=[C:10]2[C:15](=[CH:14][CH:13]=1)[N:7]([N:6]([CH3:5])[C:17]1[CH:22]=[CH:21][N:20]=[CH:19][CH:18]=1)[CH:8]=[CH:9]2 |f:2.3.4|. Procedure: Methyl isocyanate (0.72 g) was added to a solution of 1-(methyl-4-pyridinylamino)-1H-indol-5-ol (2.5 g) in 75 mL tetrahydrofuran containing milled potassium carbonate (2 g). After stirring three hours at ambient temperature the mixture was filtered and concentrated. The residue was eluted through silica with ethyl acetate via flash column chromatography to yield a solid 3.1 g. This was eluted through silica with 5% methanol in dichloromethane via HPLC to yield 2.6 g solid, m.p. 186°-188° C. This...